From a dataset of the Open Reaction Database (ORD), a public repository of structured organic reaction records. describe an organic reaction: reactants, conditions, products, and yield The reactants are CCCC[N+](CCCC)(CCCC)CCCC, ClCCl, [O-]Cl, OC(c1ccc(F)c(Oc2ccccc2)c1)C(F)(F)F, [Na+], O, O=S(=O)([O-])O. The product is O=C(c1ccc(F)c(Oc2ccccc2)c1)C(F)(F)F. Reaction SMILES: [CH2:30]([N+:31]([CH2:32][CH2:33][CH2:34][CH3:35])([CH2:36][CH2:37][CH2:38][CH3:39])[CH2:40][CH2:41][CH2:42][CH3:43])[CH2:44][CH2:45][CH3:46].[CH2:47]([Cl:48])[Cl:49].[Cl:21][O-:22].[F:1][C:2]([CH:3]([OH:4])[c:5]1[cH:6][c:7]([O:12][c:13]2[cH:14][cH:15][cH:16][cH:17][cH:18]2)[c:8]([F:11])[cH:9][cH:10]1)([F:19])[F:20].[Na+:23].[OH2:24].[S:25]([O-:26])([OH:27])(=[O:28])=[O:29]>>[F:1][C:2]([C:3](=[O:4])[c:5]1[cH:6][c:7]([O:12][c:13]2[cH:14][cH:15][cH:16][cH:17][cH:18]2)[c:8]([F:11])[cH:9][cH:10]1)([F:19])[F:20].